From a dataset of the Open Reaction Database (ORD), a public repository of structured organic reaction records. describe an organic reaction: reactants, conditions, products, and yield Reactants: O=C([O-])[O-], CS(=O)(=O)c1ccc(-c2cccn3nc(Nc4ccc(O)cc4)nc23)cc1, CC#N, ClCCN1CCOCC1, Cl, [K+], [K+]. Yields the product CS(=O)(=O)c1ccc(-c2cccn3nc(Nc4ccc(OCCN5CCOCC5)cc4)nc23)cc1. RXN SMILES: [C:38](=[O:39])([O-:40])[O-:41].[CH3:1][S:2](=[O:3])(=[O:4])[c:5]1[cH:6][cH:7][c:8](-[c:11]2[c:12]3[n:13]([cH:14][cH:15][cH:16]2)[n:17][c:18]([NH:20][c:21]2[cH:22][cH:23][c:24]([OH:27])[cH:25][cH:26]2)[n:19]3)[cH:9][cH:10]1.[CH3:44][C:45]#[N:46].[Cl:29][CH2:30][CH2:31][N:32]1[CH2:33][CH2:34][O:35][CH2:36][CH2:37]1.[ClH:28].[K+:42].[K+:43]>>[CH3:1][S:2](=[O:3])(=[O:4])[c:5]1[cH:6][cH:7][c:8](-[c:11]2[c:12]3[n:13]([cH:14][cH:15][cH:16]2)[n:17][c:18]([NH:20][c:21]2[cH:22][cH:23][c:24]([O:27][CH2:30][CH2:31][N:32]4[CH2:33][CH2:34][O:35][CH2:36][CH2:37]4)[cH:25][cH:26]2)[n:19]3)[cH:9][cH:10]1. Reactants: O=C([O-])[O-], CCOC(=O)C(=NO)c1csc(NC(c2ccccc2)(c2ccccc2)c2ccccc2)n1, CN(C)C=O, N#CCCl, [K+], [K+]. Yields the product CCOC(=O)C(=NOCC#N)c1csc(NC(c2ccccc2)(c2ccccc2)c2ccccc2)n1. Reaction SMILES: [C:1](=[O:2])([O-:3])[O-:4].[C:7]([c:8]1[cH:9][cH:10][cH:11][cH:12][cH:13]1)([c:14]1[cH:15][cH:16][cH:17][cH:18][cH:19]1)([c:20]1[cH:21][cH:22][cH:23][cH:24][cH:25]1)[NH:26][c:27]1[s:28][cH:29][c:30]([C:32]([C:33](=[O:34])[O:35][CH2:36][CH3:37])=[N:38][OH:39])[n:31]1.[CH3:44][N:45]([CH3:46])[CH:47]=[O:48].[Cl:40][CH2:41][C:42]#[N:43].[K+:5].[K+:6]>>[C:7]([c:8]1[cH:9][cH:10][cH:11][cH:12][cH:13]1)([c:14]1[cH:15][cH:16][cH:17][cH:18][cH:19]1)([c:20]1[cH:21][cH:22][cH:23][cH:24][cH:25]1)[NH:26][c:27]1[s:28][cH:29][c:30]([C:32]([C:33](=[O:34])[O:35][CH2:36][CH3:37])=[N:38][O:39][CH2:41][C:42]#[N:43])[n:31]1. Starting materials: (Me3C)2PH(O), C1(=CC=CC=C1)Cl (PhCl), CsCO3, C1(=CC=CC=C1)B(O)O (PhB(OH)2). Reagents/catalysts: C=1C=CC(=CC1)/C=C/C(=O)/C=C/C2=CC=CC=C2.C=1C=CC(=CC1)/C=C/C(=O)/C=C/C2=CC=CC=C2.C=1C=CC(=CC1)/C=C/C(=O)/C=C/C2=CC=CC=C2.[Pd].[Pd] (Pd2(dba)3). Run in O1CCOCC1 (1,4-dioxane). Run at time 8 hour. Product: C1(=CC=CC=C1)C1=CC=CC=C1 (biphenyl). Isolated yield 88.1%. RXN SMILES: [C:1]1(B(O)O)[CH:6]=[CH:5][CH:4]=[CH:3][CH:2]=1.[C:10]1(Cl)[CH:15]=[CH:14][CH:13]=[CH:12][CH:11]=1>C1C=CC(/C=C/C(/C=C/C2C=CC=CC=2)=O)=CC=1.C1C=CC(/C=C/C(/C=C/C2C=CC=CC=2)=O)=CC=1.C1C=CC(/C=C/C(/C=C/C2C=CC=CC=2)=O)=CC=1.[Pd].[Pd].O1CCOCC1>[C:1]1([C:10]2[CH:15]=[CH:14][CH:13]=[CH:12][CH:11]=2)[CH:6]=[CH:5][CH:4]=[CH:3][CH:2]=1 |f:2.3.4.5.6|. Procedure: In the drybox, 14.4 mg (0.087 mmol) of (Me3C)2PH(O) from Experiment 2, 20.0 mg (0.0218 mmol) of Pd2(dba)3 and 4.0 mL of 1,4-dioxane were loaded into a reactor (20 mL) equipped with a magnetic stir bar. The resulting mixture was stirred at room temperature overnight. Next, 651 mg (2.0 mmol) of CsCO3 and 146.3 mg (1.2 mm) of PhB(OH)2 were added into the mixture above, followed by syringing 122 μl (1.2 mmol) of PhCl into the reactor. The resulting mixture was refluxed for 24 h. The reaction mixture... The reactants are C1CCNC1, CC(=O)c1ccc(O)cc1O, CO, CCC(=O)CC. Product: CCC1(CC)CC(=O)c2ccc(O)cc2O1. RXN SMILES: [CH2:1]1[CH2:2][NH:3][CH2:4][CH2:5]1.[CH3:12][C:13](=[O:14])[c:15]1[cH:16][cH:17][c:18]([OH:19])[cH:20][c:21]1[OH:22].[CH3:23][OH:24].[CH3:6][CH2:7][C:8]([CH2:9][CH3:10])=[O:11]>>[CH3:6][CH2:7][C:8]1([CH2:9][CH3:10])[CH2:12][C:13](=[O:14])[c:15]2[cH:16][cH:17][c:18]([OH:19])[cH:20][c:21]2[O:22]1.